Dataset: the Open Reaction Database (ORD), a public repository of structured organic reaction records. Task: describe an organic reaction: reactants, conditions, products, and yield Reactants: BrC=1C=CC(=C(C1)[C@@]1(CS(CC(N1CC1=C(C=C(C=C1)OC)OC)=O)(=O)=O)C)F ((R)-5-(5-bromo-2-fluoro-phenyl)-4-(2,4-dimethoxy-benzyl)-5-methyl-1,1-dioxo-1λ6-thiomorpholin-3-one), C(C=C)Br (allyl bromide), CC(=O)C (acetone), C([O-])([O-])=O.[K+].[K+] (potassium carbonate). Reaction conditions: time 4 day. The product is C(C=C)C1(C(N([C@](CS1(=O)=O)(C)C1=C(C=CC(=C1)Br)F)CC1=C(C=C(C=C1)OC)OC)=O)CC=C ((R)-2,2-diallyl-5-(5-bromo-2-fluoro-phenyl)-4-(2,4-dimethoxy-benzyl)-5-methyl-1,1-dioxo-1λ6-thiomorpholin-3-one). The yield is 53.2%. As a reaction SMILES: [Br:1][C:2]1[CH:3]=[CH:4][C:5]([F:29])=[C:6]([C@@:8]2([CH3:28])[N:13]([CH2:14][C:15]3[CH:20]=[CH:19][C:18]([O:21][CH3:22])=[CH:17][C:16]=3[O:23][CH3:24])[C:12](=[O:25])[CH2:11][S:10](=[O:27])(=[O:26])[CH2:9]2)[CH:7]=1.[CH2:30](Br)[CH:31]=[CH2:32].C(=O)([O-])[O-].[K+].[K+].[CH3:40][C:41]([CH3:43])=O>>[CH2:30]([C:11]1([CH2:43][CH:41]=[CH2:40])[S:10](=[O:26])(=[O:27])[CH2:9][C@:8]([C:6]2[CH:7]=[C:2]([Br:1])[CH:3]=[CH:4][C:5]=2[F:29])([CH3:28])[N:13]([CH2:14][C:15]2[CH:20]=[CH:19][C:18]([O:21][CH3:22])=[CH:17][C:16]=2[O:23][CH3:24])[C:12]1=[O:25])[CH:31]=[CH2:32] |f:2.3.4|. Reported procedure: To a solution of (R)-5-(5-bromo-2-fluoro-phenyl)-4-(2,4-dimethoxy-benzyl)-5-methyl-1,1-dioxo-1λ6-thiomorpholin-3-one (1 g, 2.06 mmol, Eq: 1.00) in acetone (8 ml) was added allyl bromide (547 mg, 391 μl, 4.52 mmol, Eq: 2.2), then potassium carbonate (853 mg, 6.17 mmol, Eq: 3.0). The reaction suspension was stirred in a sealed tube for 4 days. Extracted with water and ethyl acetate, the organic layer was separated, dried over Na2SO4, filtered and evaporated to dryness. The residue was chromatograp... The reactants are COC(C1=C(C=C(C=C1)O)F)=O (2-fluoro-4-hydroxy-benzoic acid methyl ester), BrCC1=CC=C(S1)C#N (5-bromomethyl-thiophene-2-carbonitrile), C[C@H]1N(CCC1)C[C@H]1NCCC1 (2-(R)-methyl-1-(2-(S)-pyrrolidinylmethyl)pyrrolidine). Product: FC=1C=C(OCC2=CC=C(S2)C#N)C=CC1C(=O)N1[C@@H](CCC1)CN1[C@@H](CCC1)C (5-{3-Fluoro-4-[2-(S)-(2-(R)-methyl-pyrrolidin-1-ylmethyl)-pyrrolidine-1-carbonyl]-phenoxymethyl}-thiophene-2-carbonitrile). RXN SMILES: CO[C:3](=[O:12])[C:4]1[CH:9]=[CH:8][C:7]([OH:10])=[CH:6][C:5]=1[F:11].Br[CH2:14][C:15]1[S:19][C:18]([C:20]#[N:21])=[CH:17][CH:16]=1.[CH3:22][C@@H:23]1[CH2:27][CH2:26][CH2:25][N:24]1[CH2:28][C@@H:29]1[CH2:33][CH2:32][CH2:31][NH:30]1>>[F:11][C:5]1[CH:6]=[C:7]([CH:8]=[CH:9][C:4]=1[C:3]([N:30]1[CH2:31][CH2:32][CH2:33][C@H:29]1[CH2:28][N:24]1[CH2:25][CH2:26][CH2:27][C@H:23]1[CH3:22])=[O:12])[O:10][CH2:14][C:15]1[S:19][C:18]([C:20]#[N:21])=[CH:17][CH:16]=1. Procedure: The title compound is prepared in a manner substantially analogous to Procedures D and E using 2-fluoro-4-hydroxy-benzoic acid methyl ester [CAS 197507-22-5], 5-bromomethyl-thiophene-2-carbonitrile [CAS 134135-41-4], and 2-(R)-methyl-1-(2-(S)-pyrrolidinylmethyl)pyrrolidine. MS (ES+) m/e 428.3 Reactants: CC1=NC(=NC(=C1[N+](=O)[O-])C)NCC(=O)OCC (ethyl 2-(4,6-dimethyl-5-nitropyrimidine-2-ylamino)acetate), [OH-].[Na+] (sodium hydroxide). Run in O1CCOCC1 (1,4-dioxane). Reaction conditions: temperature 25 celsius, time 8 hour. The product is CC1=NC(=NC(=C1[N+](=O)[O-])C)NCC(=O)O (2-(4,6-dimethyl-5-nitropyrimidine-2-ylamino)acetic acid). Yield: 73.1%. As a reaction SMILES: [CH3:1][C:2]1[C:7]([N+:8]([O-:10])=[O:9])=[C:6]([CH3:11])[N:5]=[C:4]([NH:12][CH2:13][C:14]([O:16]CC)=[O:15])[N:3]=1.[OH-].[Na+]>O1CCOCC1>[CH3:11][C:6]1[C:7]([N+:8]([O-:10])=[O:9])=[C:2]([CH3:1])[N:3]=[C:4]([NH:12][CH2:13][C:14]([OH:16])=[O:15])[N:5]=1 |f:1.2|. Procedure details: Compound 10 (80 mg) was suspended in 1,4-dioxane (1.5 mL) and a 2N aqueous sodium hydroxide solution (1.5 mL) was added at room temperature (20 to 30° C.). The mixture was stirred at room temperature (20 to 30° C.) for 8 hours. Subsequently, the mixture was washed with diethyl ether. While the reaction mixture was cooled, a 2N aqueous HCl solution was added portionwise to neutralize the mixture to a pH of 3. The mixture was extracted twice with chloroform and the organic layer was concentrated u... Starting materials: ClC1=CN=CC=2C=CC=C(C12)S(=O)(=O)Cl (4-Chloro-5-isoquinolinesulfonyl chloride), BrC1=CN=CC=2C=CC=C(C12)S(=O)(=O)Cl (4-bromo-5-isoquinolinesulfonyl chloride), C(C)(C)(C)OC(=O)N[C@@H]1CNCC1 ((S)-3-(tert-butoxycarbonylamino)pyrrolidine), [H][H] (hydrogen), C(C)(C)(C)OC(=O)NCC1CCNCC1 (4-(tert-butoxycarbonylaminomethyl)piperidine). The product is C(C)(C)(C)OC(=O)NCC1CCN(CC1)S(=O)(=O)C=1C=2C(=CN=CC2C=CC1)Cl (4-(tert-Butoxycarbonylaminomethyl)-1-(4-chloro-5-isoquinolinesulfonyl)piperidine). As a reaction SMILES: [Cl:1][C:2]1[C:11]2[C:10]([S:12](Cl)(=[O:14])=[O:13])=[CH:9][CH:8]=[CH:7][C:6]=2[CH:5]=[N:4][CH:3]=1.[H][H].[C:18]([O:22][C:23]([NH:25][CH2:26][CH:27]1[CH2:32][CH2:31][NH:30][CH2:29][CH2:28]1)=[O:24])([CH3:21])([CH3:20])[CH3:19].BrC1C2C(S(Cl)(=O)=O)=CC=CC=2C=NC=1.C(OC(N[C@H]1CCNC1)=O)(C)(C)C>>[C:18]([O:22][C:23]([NH:25][CH2:26][CH:27]1[CH2:28][CH2:29][N:30]([S:12]([C:10]2[C:11]3[C:2]([Cl:1])=[CH:3][N:4]=[CH:5][C:6]=3[CH:7]=[CH:8][CH:9]=2)(=[O:14])=[O:13])[CH2:31][CH2:32]1)=[O:24])([CH3:21])([CH3:19])[CH3:20]. Procedure: 4-Chloro-5-isoquinolinesulfonyl chloride obtained in Reference Example 7 (131 mg) and 4-(tert-butoxycarbonylaminomethyl)piperidine (129 mg, Acros) were used in the method of Example 1-1, Step A instead of 4-bromo-5-isoquinolinesulfonyl chloride and (S)-3-(tert-butoxycarbonylamino)pyrrolidine, respectively, to obtain the title compound (209 mg). Starting materials: O=C([O-])[O-], Clc1cc(Cl)ncn1, [K+], [K+], CN(C)C=O, O, c1c[nH]cn1. Product: Clc1cc(-n2ccnc2)ncn1. As a reaction SMILES: [C:14](=[O:15])([O-:16])[O-:17].[Cl:1][c:2]1[n:3][cH:4][n:5][c:6]([Cl:8])[cH:7]1.[K+:18].[K+:19].[O:21]=[CH:22][N:23]([CH3:24])[CH3:25].[OH2:20].[nH:9]1[cH:10][n:11][cH:12][cH:13]1>>[c:2]1(-[n:9]2[cH:10][n:11][cH:12][cH:13]2)[n:3][cH:4][n:5][c:6]([Cl:8])[cH:7]1. Starting materials: [Ag+], CC1(Br)CSC2C(NC(=O)Cc3ccccc3)C(=O)N2C1C(=O)OCC(Cl)(Cl)Cl, ClCCl, F[B-](F)(F)F, Nc1ccccc1. Yields the product CC1(CNc2ccccc2)SC2C(NC(=O)Cc3ccccc3)C(=O)N2C1C(=O)OCC(Cl)(Cl)Cl. As a reaction SMILES: [Ag+:45].[Br:1][C:2]1([CH3:29])[CH2:3][S:4][CH:5]2[N:6]([CH:7]1[C:8](=[O:9])[O:10][CH2:11][C:12]([Cl:13])([Cl:14])[Cl:15])[C:16](=[O:28])[CH:17]2[NH:18][C:19]([CH2:20][c:21]1[cH:22][cH:23][cH:24][cH:25][cH:26]1)=[O:27].[CH2:37]([Cl:38])[Cl:39].[F:40][B-:41]([F:42])([F:43])[F:44].[NH2:30][c:31]1[cH:32][cH:33][cH:34][cH:35][cH:36]1>>[C:2]1([CH2:3][NH:30][c:31]2[cH:32][cH:33][cH:34][cH:35][cH:36]2)([CH3:29])[S:4][CH:5]2[N:6]([CH:7]1[C:8](=[O:9])[O:10][CH2:11][C:12]([Cl:13])([Cl:14])[Cl:15])[C:16](=[O:28])[CH:17]2[NH:18][C:19]([CH2:20][c:21]1[cH:22][cH:23][cH:24][cH:25][cH:26]1)=[O:27]. Reactants: COCOC1=CC=C(C=C1)N1CCN(CC1)C1=CC=C(C=C1)N1C=NNC1=O (4-(4-(4-(4-(Methoxymethoxy)phenyl)piperazin-1-yl)phenyl)-1H-1,2,4-triazol-5(4H)-one), BrC1=CC=C(C=C1)S(=O)(=O)OCCCCCCN=[N+]=[N-] (6-Azidohexyl 4-bromobenzenesulfonate), C(=O)([O-])[O-].[Cs+].[Cs+] (Cs2CO3). The product is N(=[N+]=[N-])CCCCCCN1N=CN(C1=O)C1=CC=C(C=C1)N1CCN(CC1)C1=CC=C(C=C1)OCOC (1-(6-Azidohexyl)-4-(4-(4-(4-(methoxymethoxy)phenyl)piperazin-1-yl)phenyl)-1H-1,2,4-triazol-5(4H)-one). Yield: 62.0%. Reaction SMILES: [CH3:1][O:2][CH2:3][O:4][C:5]1[CH:10]=[CH:9][C:8]([N:11]2[CH2:16][CH2:15][N:14]([C:17]3[CH:22]=[CH:21][C:20]([N:23]4[C:27](=[O:28])[NH:26][N:25]=[CH:24]4)=[CH:19][CH:18]=3)[CH2:13][CH2:12]2)=[CH:7][CH:6]=1.BrC1C=CC(S(O[CH2:40][CH2:41][CH2:42][CH2:43][CH2:44][CH2:45][N:46]=[N+:47]=[N-:48])(=O)=O)=CC=1.C([O-])([O-])=O.[Cs+].[Cs+]>>[N:46]([CH2:45][CH2:44][CH2:43][CH2:42][CH2:41][CH2:40][N:26]1[C:27](=[O:28])[N:23]([C:20]2[CH:21]=[CH:22][C:17]([N:14]3[CH2:13][CH2:12][N:11]([C:8]4[CH:9]=[CH:10][C:5]([O:4][CH2:3][O:2][CH3:1])=[CH:6][CH:7]=4)[CH2:16][CH2:15]3)=[CH:18][CH:19]=2)[CH:24]=[N:25]1)=[N+:47]=[N-:48] |f:2.3.4|. Procedure: This compound was synthesized as a yellowish amorphous solid from 13 (114.4 mg, 0.30 mmol), 3p (130.4 mg, 0.36 mmol), and Cs2CO3 (146.6 mg, 0.45 mmol) in 62% yield by following general procedure 1.2: 1H NMR (400 MHz, CDCl3, δH) 7.61 (s, 1H), 7.41 (d, J=9.0 Hz, 2H), 7.08-6.93 (m, 6H), 5.13 (s, 2H), 3.85 (t, J=7.1 Hz, 2H), 3.48 (s, 3H), 3.41-3.33 (m, 4H), 3.31-3.22 (m, 6H), 1.88-1.74 (m, 2H), 1.61 (dt, J=14.0, 7.0 Hz, 2H), 1.52-1.35 (m, 4H). ESI-MS: 507.3 (M+H+), 529.3 (M+Na+).